Dataset: the Open Reaction Database (ORD), a public repository of structured organic reaction records. Task: describe an organic reaction: reactants, conditions, products, and yield The reactants are [Al+3], CCOC(=O)CC(c1ccc(Cl)cc1F)c1c[nH]c2c(CSC)cc(F)cc12, Cl, [H-], [H-], [H-], [H-], [Li+], C1CCOC1. Yields the product CSCc1cc(F)cc2c(C(CCO)c3ccc(Cl)cc3F)c[nH]c12. As a reaction SMILES: [Al+3:30].[Cl:1][c:2]1[cH:3][c:4]([F:28])[c:5]([CH:8]([CH2:9][C:10](=[O:11])[O:12][CH2:13][CH3:14])[c:15]2[cH:16][nH:17][c:18]3[c:19]([CH2:25][S:26][CH3:27])[cH:20][c:21]([F:24])[cH:22][c:23]23)[cH:6][cH:7]1.[ClH:35].[H-:29].[H-:32].[H-:33].[H-:34].[Li+:31].[O:36]1[CH2:37][CH2:38][CH2:39][CH2:40]1>>[Cl:1][c:2]1[cH:3][c:4]([F:28])[c:5]([CH:8]([CH2:9][CH2:10][OH:11])[c:15]2[cH:16][nH:17][c:18]3[c:19]([CH2:25][S:26][CH3:27])[cH:20][c:21]([F:24])[cH:22][c:23]23)[cH:6][cH:7]1. Reactants: CC#N, CCOC(=N)c1cc(Cl)ccc1OC, Cl, N#CN, [Na+], [Na+], [Na+], O, O=P([O-])([O-])[O-]. The product is CCOC(=NC#N)c1cc(Cl)ccc1OC. RXN SMILES: [CH3:27][C:28]#[N:29].[Cl:2][c:3]1[cH:4][cH:5][c:6]([O:14][CH3:15])[c:7]([C:8]([O:9][CH2:10][CH3:11])=[NH:12])[cH:13]1.[ClH:1].[NH2:24][C:25]#[N:26].[Na+:21].[Na+:22].[Na+:23].[OH2:30].[P:16]([O-:17])([O-:18])([O-:19])=[O:20]>>[Cl:2][c:3]1[cH:4][cH:5][c:6]([O:14][CH3:15])[c:7]([C:8]([O:9][CH2:10][CH3:11])=[N:12][C:25]#[N:24])[cH:13]1. Reactants: CN(C)CC#CC(=O)O, CN1CCOCC1, CC(C)COC(=O)Cl, N#Cc1cnc2ccc(N)cc2c1Nc1cccc(Br)c1, C1CCOC1, c1ccncc1. Yields the product CN(C)CC#CC(=O)Nc1ccc2ncc(C#N)c(Nc3cccc(Br)c3)c2c1. As a reaction SMILES: [CH3:16][N:17]([CH2:18][C:19]#[C:20][C:21](=[O:22])[OH:23])[CH3:24].[CH3:9][N:10]1[CH2:11][CH2:12][O:13][CH2:14][CH2:15]1.[Cl:1][C:2]([O:3][CH2:4][CH:5]([CH3:6])[CH3:7])=[O:8].[NH2:25][c:26]1[cH:27][c:28]2[c:29]([NH:38][c:39]3[cH:40][c:41]([Br:45])[cH:42][cH:43][cH:44]3)[c:30]([C:36]#[N:37])[cH:31][n:32][c:33]2[cH:34][cH:35]1.[O:46]1[CH2:47][CH2:48][CH2:49][CH2:50]1.[cH:51]1[cH:52][cH:53][n:54][cH:55][cH:56]1>>[CH3:16][N:17]([CH2:18][C:19]#[C:20][C:21](=[O:22])[NH:25][c:26]1[cH:27][c:28]2[c:29]([NH:38][c:39]3[cH:40][c:41]([Br:45])[cH:42][cH:43][cH:44]3)[c:30]([C:36]#[N:37])[cH:31][n:32][c:33]2[cH:34][cH:35]1)[CH3:24].